This data is from the Open Reaction Database (ORD), a public repository of structured organic reaction records. The task is: describe an organic reaction: reactants, conditions, products, and yield The reactants are CC#CCn1c(N2CCN(C(=O)OC(C)(C)C)CC2)nc2nc(Cl)n(C)c(=O)c21, CN1CCCC1=O, Cl, [H-], [Na+], CCOC(=O)C1(O)CC1. Product: CC#CCn1c(N2CCN(C(=O)OC(C)(C)C)CC2)nc2nc(OC3(C(=O)OCC)CC3)n(C)c(=O)c21. RXN SMILES: [CH2:1]([C:2]#[C:3][CH3:4])[n:5]1[c:6]([N:17]2[CH2:18][CH2:19][N:20]([C:23](=[O:24])[O:25][C:26]([CH3:27])([CH3:28])[CH3:29])[CH2:21][CH2:22]2)[n:7][c:8]2[n:9][c:10]([Cl:16])[n:11]([CH3:15])[c:12](=[O:14])[c:13]12.[CH3:42][N:43]1[CH2:44][CH2:45][CH2:46][C:47]1=[O:48].[ClH:41].[H-:39].[Na+:40].[OH:30][C:31]1([C:34](=[O:35])[O:36][CH2:37][CH3:38])[CH2:32][CH2:33]1>>[CH2:1]([C:2]#[C:3][CH3:4])[n:5]1[c:6]([N:17]2[CH2:18][CH2:19][N:20]([C:23](=[O:24])[O:25][C:26]([CH3:27])([CH3:28])[CH3:29])[CH2:21][CH2:22]2)[n:7][c:8]2[n:9][c:10]([O:30][C:31]3([C:34](=[O:35])[O:36][CH2:37][CH3:38])[CH2:32][CH2:33]3)[n:11]([CH3:15])[c:12](=[O:14])[c:13]12. The reactants are N1(C=NC=C1)C(C1=CC(=C(C=C1)NC(OCC)=O)C=NC)C1=CC=CC=C1 (ethyl [4-[(1H-imidazol-1-yl)phenylmethyl]-2-[(methylimino)methyl]phenyl]carbamate), C(C)O (ethanol), [BH4-].[Na+] (sodium tetrahydroborate). Solvent: CO (methanol). Run at time 7 hour. The product is N1(C=NC=C1)C(C=1C=C2CN(C(NC2=CC1)=O)C)C1=CC=CC=C1 (3,4-dihydro-6-[(1H-imidazol-1-yl)phenylmethyl]-3-methyl-2(1H)-quinazolinone). Yield: 20.1%. As a reaction SMILES: [N:1]1([CH:6]([C:22]2[CH:27]=[CH:26][CH:25]=[CH:24][CH:23]=2)[C:7]2[CH:12]=[CH:11][C:10]([NH:13][C:14](=[O:18])OCC)=[C:9]([CH:19]=[N:20][CH3:21])[CH:8]=2)[CH:5]=[CH:4][N:3]=[CH:2]1.C(O)C.[BH4-].[Na+]>CO>[N:1]1([CH:6]([C:22]2[CH:27]=[CH:26][CH:25]=[CH:24][CH:23]=2)[C:7]2[CH:8]=[C:9]3[C:10](=[CH:11][CH:12]=2)[NH:13][C:14](=[O:18])[N:20]([CH3:21])[CH2:19]3)[CH:5]=[CH:4][N:3]=[CH:2]1 |f:2.3|. Reported procedure: To a stirred mixture of 1.7 parts of ethyl [4-[(1H-imidazol-1-yl)phenylmethyl]-2-[(methylimino)methyl]phenyl]carbamate and 31.6 parts of ethanol were added 1 part of sodium tetrahydroborate (portionwise) and 55.3 parts of methanol. After stirring for 7 hours at 40°-50° C., the reaction mixture was evaporated. The residue was taken up in water (to which 0.29 parts of acetic acid were added) and the whole was basified with NH4OH. The product was extracted with dichloromethane and the extract was d... The reactants are C(C1=CC=CC=C1)N1CCC(CC1)CNC (1-benzyl-4-(methylaminomethyl)piperidine), ICCCC(=O)C1=CC=C(C=C1)F (1-iodo-3-[(p-fluorophenyl)carbonyl]propane), C([O-])([O-])=O.[K+].[K+] (potassium carbonate). The solvent is CC(=O)C (acetone). Yields the product C(C1=CC=CC=C1)N1CCC(CC1)CN(CCCC(=O)C1=CC=C(C=C1)F)C (1-benzyl-4-{N-methyl-N-[4-(p-fluorophenyl)-4-oxobutyl]aminomethyl}piperidine). Isolated yield 77.0%. As a reaction SMILES: [CH2:1]([N:8]1[CH2:13][CH2:12][CH:11]([CH2:14][NH:15][CH3:16])[CH2:10][CH2:9]1)[C:2]1[CH:7]=[CH:6][CH:5]=[CH:4][CH:3]=1.I[CH2:18][CH2:19][CH2:20][C:21]([C:23]1[CH:28]=[CH:27][C:26]([F:29])=[CH:25][CH:24]=1)=[O:22].C(=O)([O-])[O-].[K+].[K+]>CC(C)=O>[CH2:1]([N:8]1[CH2:13][CH2:12][CH:11]([CH2:14][N:15]([CH3:16])[CH2:18][CH2:19][CH2:20][C:21]([C:23]2[CH:28]=[CH:27][C:26]([F:29])=[CH:25][CH:24]=2)=[O:22])[CH2:10][CH2:9]1)[C:2]1[CH:7]=[CH:6][CH:5]=[CH:4][CH:3]=1 |f:2.3.4|. Procedure details: Following the procedure of step F of Example 3, starting from 1-benzyl-4-(methylaminomethyl)piperidine and 1-iodo-3-[(p-fluorophenyl)carbonyl]propane, in the presence of potassium carbonate and in acetone as solvent, the desired compound is obtained in the form of an oil, in a yield of 77%. Reactants: C(C)(=O)N1C(C(C2=CC(=C(C=C12)OC)OC)=C(CC)OCC)=O (1-acetyl-3-(1-ethoxy-1-ethyl-methylidene)-5,6-dimethoxy-2-indolinone), CN(CCN(C1=CC=C(C=C1)N)S(=O)(=O)C)C (N-(2-dimethylamino-ethyl)-N-methylsulphonyl-p-phenylenediamine). Yields the product CN(CCN(S(=O)(=O)C)C1=CC=C(N\C(\CC)=C\2/C(NC3=CC(=C(C=C23)OC)OC)=O)C=C1)C (3-(Z)-(1-{4-[N-(2-dimethylamino-ethyl)-N-methylsulphonyl amino)-anilino}-1-ethyl-methylidene)-5,6-dimethoxy-2-indolinone). As a reaction SMILES: C([N:4]1[C:12]2[C:7](=[CH:8][C:9]([O:15][CH3:16])=[C:10]([O:13][CH3:14])[CH:11]=2)[C:6](=[C:17](OCC)[CH2:18][CH3:19])[C:5]1=[O:23])(=O)C.[CH3:24][N:25]([CH3:40])[CH2:26][CH2:27][N:28]([S:36]([CH3:39])(=[O:38])=[O:37])[C:29]1[CH:34]=[CH:33][C:32]([NH2:35])=[CH:31][CH:30]=1>>[CH3:24][N:25]([CH3:40])[CH2:26][CH2:27][N:28]([C:29]1[CH:30]=[CH:31][C:32]([NH:35]/[C:17](=[C:6]2\[C:5](=[O:23])[NH:4][C:12]3[C:7]\2=[CH:8][C:9]([O:15][CH3:16])=[C:10]([O:13][CH3:14])[CH:11]=3)/[CH2:18][CH3:19])=[CH:33][CH:34]=1)[S:36]([CH3:39])(=[O:38])=[O:37]. Reported procedure: Prepared from 1-acetyl-3-(1-ethoxy-1-ethyl-methylidene)-5,6-dimethoxy-2-indolinone and N-(2-dimethylamino-ethyl)-N-methylsulphonyl-p-phenylenediamine The reactants are CO, FC(F)(F)C(F)(F)CCCSCCCCCOc1ccc(C2=C(c3ccccc3)CCCc3ccccc32)cc1, [O-][I+3]([O-])([O-])[O-], [Na+], O. The product is O=S(CCCCCOc1ccc(C2=C(c3ccccc3)CCCc3ccccc32)cc1)CCCC(F)(F)C(F)(F)F. RXN SMILES: [CH3:48][OH:49].[F:1][C:2]([CH2:3][CH2:4][CH2:5][S:6][CH2:7][CH2:8][CH2:9][CH2:10][CH2:11][O:12][c:13]1[cH:14][cH:15][c:16]([C:19]2=[C:20]([c:30]3[cH:31][cH:32][cH:33][cH:34][cH:35]3)[CH2:21][CH2:22][CH2:23][c:24]3[c:25]2[cH:26][cH:27][cH:28][cH:29]3)[cH:17][cH:18]1)([C:36]([F:37])([F:38])[F:39])[F:40].[I+3:42]([O-:43])([O-:44])([O-:45])[O-:46].[Na+:47].[OH2:41]>>[F:1][C:2]([CH2:3][CH2:4][CH2:5][S:6]([CH2:7][CH2:8][CH2:9][CH2:10][CH2:11][O:12][c:13]1[cH:14][cH:15][c:16]([C:19]2=[C:20]([c:30]3[cH:31][cH:32][cH:33][cH:34][cH:35]3)[CH2:21][CH2:22][CH2:23][c:24]3[c:25]2[cH:26][cH:27][cH:28][cH:29]3)[cH:17][cH:18]1)=[O:43])([C:36]([F:37])([F:38])[F:39])[F:40]. Starting materials: polymer, N-(2-methylbutyl)-N-methyl-leucine-tyrosine(OBn), C(C1=CC=CC=C1)OC1=CC=C(C=C1)CC(C(NCCN1CCOCC1)=O)NC(C(CC(C)C)N(CCC(C)C)C)=O (4-Methyl-2-[methyl-(3-methyl-butyl)-amino]-pentanoic acid [2-(4-benzyloxy-phenyl)-1-(2-morpholin-4-yl-ethylcarbamoyl)-ethyl]-amide), OCC(C)(C)N (2-hydroxy-1,1-dimethylethylamine), [N-]=C=O (isocyanate). Run in C(Cl)Cl (CH2Cl2), C(Cl)Cl (CH2Cl2). Conditions: time 48 hour. Yields the product C(C1=CC=CC=C1)OC1=CC=C(C=C1)CC(C(NC(CO)(C)C)=O)NC(C(CC(C)C)N(CCC(C)C)C)=O (4-Methyl-2-[methyl-(3-methylbutyl)-amino]-pentanoic acid [2-(4-benzyloxy-phenyl)-1-(2-hydroxy-1,1-dimethyl-ethylcarbamoyl)-ethyl]-amide). As a reaction SMILES: [CH2:1]([O:8][C:9]1[CH:14]=[CH:13][C:12]([CH2:15][CH:16]([NH:28][C:29](=[O:42])[CH:30]([N:35]([CH3:41])[CH2:36][CH2:37][CH:38]([CH3:40])[CH3:39])[CH2:31][CH:32]([CH3:34])[CH3:33])[C:17](=[O:27])NCCN2CCOCC2)=[CH:11][CH:10]=1)[C:2]1[CH:7]=[CH:6][CH:5]=[CH:4][CH:3]=1.[OH:43][CH2:44][C:45]([NH2:48])([CH3:47])[CH3:46].[N-]=C=O>C(Cl)Cl>[CH2:1]([O:8][C:9]1[CH:14]=[CH:13][C:12]([CH2:15][CH:16]([NH:28][C:29](=[O:42])[CH:30]([N:35]([CH3:41])[CH2:36][CH2:37][CH:38]([CH3:40])[CH3:39])[CH2:31][CH:32]([CH3:34])[CH3:33])[C:17](=[O:27])[NH:48][C:45]([CH3:47])([CH3:46])[CH2:44][OH:43])=[CH:11][CH:10]=1)[C:2]1[CH:7]=[CH:6][CH:5]=[CH:4][CH:3]=1. Reported procedure: A suspension of N-(2-methylbutyl)-N-methyl-leucine-tyrosine(OBn)-Kaiser oxime resin (Example 57, IIc) in CH2Cl2 was treated with 1.5 equivalents of 2-hydroxy-1,1-dimethylethylamine. The suspension was shaken for 48 hours. After the reaction was completed, additional CH2Cl2 and 1 equivalent of polymer supported isocyanate was added. After the suspension was shaken for 48 hours, the resin was filtered off, and the solvent was evaporated to yield the title product. Starting materials: O=C([O-])[O-], CCCCCCC(O)(c1ccc(Br)cc1)c1ccc(C(=O)NCCC(=O)OC)cc1, OB(O)c1ccc(C(F)(F)F)cc1, [K+], [K+], c1ccc(P(c2ccccc2)(c2ccccc2)[Pd](P(c2ccccc2)(c2ccccc2)c2ccccc2)(P(c2ccccc2)(c2ccccc2)c2ccccc2)P(c2ccccc2)(c2ccccc2)c2ccccc2)cc1. The product is CCCCCCC(O)(c1ccc(C(=O)NCCC(=O)OC)cc1)c1ccc(-c2ccc(C(F)(F)F)cc2)cc1. As a reaction SMILES: [C:31](=[O:32])([O-:33])[O-:34].[CH3:1][O:2][C:3]([CH2:4][CH2:5][NH:6][C:7]([c:8]1[cH:9][cH:10][c:11]([C:14]([CH2:15][CH2:16][CH2:17][CH2:18][CH2:19][CH3:20])([OH:21])[c:22]2[cH:23][cH:24][c:25]([Br:28])[cH:26][cH:27]2)[cH:12][cH:13]1)=[O:29])=[O:30].[F:37][C:38]([c:39]1[cH:40][cH:41][c:42]([B:45]([OH:46])[OH:47])[cH:43][cH:44]1)([F:48])[F:49].[K+:35].[K+:36].[cH:50]1[cH:51][cH:52][c:53]([P:54]([Pd:55]([P:56]([c:57]2[cH:58][cH:59][cH:60][cH:61][cH:62]2)([c:63]2[cH:64][cH:65][cH:66][cH:67][cH:68]2)[c:69]2[cH:70][cH:71][cH:72][cH:73][cH:74]2)([P:75]([c:76]2[cH:77][cH:78][cH:79][cH:80][cH:81]2)([c:82]2[cH:83][cH:84][cH:85][cH:86][cH:87]2)[c:88]2[cH:89][cH:90][cH:91][cH:92][cH:93]2)[P:94]([c:95]2[cH:96][cH:97][cH:98][cH:99][cH:100]2)([c:101]2[cH:102][cH:103][cH:104][cH:105][cH:106]2)[c:107]2[cH:108][cH:109][cH:110][cH:111][cH:112]2)([c:113]2[cH:114][cH:115][cH:116][cH:117][cH:118]2)[c:119]2[cH:120][cH:121][cH:122][cH:123][cH:124]2)[cH:125][cH:126]1>>[CH3:1][O:2][C:3]([CH2:4][CH2:5][NH:6][C:7]([c:8]1[cH:9][cH:10][c:11]([C:14]([CH2:15][CH2:16][CH2:17][CH2:18][CH2:19][CH3:20])([OH:21])[c:22]2[cH:23][cH:24][c:25](-[c:42]3[cH:41][cH:40][c:39]([C:38]([F:37])([F:48])[F:49])[cH:44][cH:43]3)[cH:26][cH:27]2)[cH:12][cH:13]1)=[O:29])=[O:30]. The reactants are BrC1=CC=C(C=C1)I (1-bromo-4-iodobenzene), C1(=CC=CC=C1)P(C1=C(C2=CC=CC=C2C=C1)C1=C(C=CC2=CC=CC=C12)P(C1=CC=CC=C1)C1=CC=CC=C1)C1=CC=CC=C1 (BINAP), N1CCC(CC1)CCNC(OC(C)(C)C)=O (tert-butyl (2-piperidin-4-ylethyl)carbamate), C([O-])([O-])=O.[Cs+].[Cs+] (caesium carbonate). Reagents/catalysts: C(C)(=O)[O-].C(C)(=O)[O-].[Pd+2] (palladium diacetate), C1(=CC=CC=C1)P(C1=C(C2=CC=CC=C2C=C1)C1=C(C=CC2=CC=CC=C12)P(C1=CC=CC=C1)C1=CC=CC=C1)C1=CC=CC=C1 (BINAP), C(C)(=O)[O-].C(C)(=O)[O-].[Pd+2] (palladium diacetate). Run in C1(=CC=CC=C1)C (toluene), O (water), C(C)(=O)OCC (ethyl acetate). Product: BrC1=CC=C(C=C1)N1CCC(CC1)CCNC(OC(C)(C)C)=O (tert-Butyl {2-[1-(4-bromo-phenyl)piperidin-4-yl]ethyl}-carbamate). Yield: 19.8%. RXN SMILES: [Br:1][C:2]1[CH:7]=[CH:6][C:5](I)=[CH:4][CH:3]=1.[NH:9]1[CH2:14][CH2:13][CH:12]([CH2:15][CH2:16][NH:17][C:18](=[O:24])[O:19][C:20]([CH3:23])([CH3:22])[CH3:21])[CH2:11][CH2:10]1.C(=O)([O-])[O-].[Cs+].[Cs+].C1(P(C2C=CC=CC=2)C2C=CC3C(=CC=CC=3)C=2C2C3C(=CC=CC=3)C=CC=2P(C2C=CC=CC=2)C2C=CC=CC=2)C=CC=CC=1>C1(C)C=CC=CC=1.C([O-])(=O)C.C([O-])(=O)C.[Pd+2].C1(P(C2C=CC=CC=2)C2C=CC3C(=CC=CC=3)C=2C2C3C(=CC=CC=3)C=CC=2P(C2C=CC=CC=2)C2C=CC=CC=2)C=CC=CC=1.O.C(OCC)(=O)C>[Br:1][C:2]1[CH:7]=[CH:6][C:5]([N:9]2[CH2:14][CH2:13][CH:12]([CH2:15][CH2:16][NH:17][C:18](=[O:24])[O:19][C:20]([CH3:22])([CH3:21])[CH3:23])[CH2:11][CH2:10]2)=[CH:4][CH:3]=1 |f:2.3.4,7.8.9|. Procedure: 6.19 g (21.90 mmol) of 1-bromo-4-iodobenzene, 5.00 g (21.90 mmol) of tert-butyl (2-piperidin-4-ylethyl)carbamate, 9.98 g (60.66 mmol) of caesium carbonate and 0.54 g (0.88 mmol) of BINAP (2,2′-bis(diphenylphosphino)-1,1′-binaphthyl) suspended in 100 mL of toluene are placed under an inert atmosphere. 0.098 g (0.44 mmol) of palladium diacetate is then added. The reaction mixture is then refluxed for 6 hours. 0.045 g (0.20 mmol) of palladium diacetate and 0.25 g (0.40 mmol) of BINAP are added and ... Starting materials: FC=1C=C(C(=NC1)OC)[C@@H]1N(CCC1)C1=NC=2N(C=C1)N=CC2C(=O)O ((R)-5-(2-(5-fluoro-2-methoxypyridin-3-yl)pyrrolidin-1-yl)pyrazolo[1,5-a]pyrimidine-3-carboxylic acid), C1(CC1)N (cyclopropanamine). The product is C1(CC1)NC(=O)C=1C=NN2C1N=C(C=C2)N2[C@H](CCC2)C=2C(=NC=C(C2)F)OC ((R)—N-cyclopropyl-5-(2-(5-fluoro-2-methoxypyridin-3-yl)pyrrolidin-1-yl)pyrazolo[1,5-a]pyrimidine-3-carboxamide). Yield: 57.0%. As a reaction SMILES: [F:1][C:2]1[CH:3]=[C:4]([C@H:10]2[CH2:14][CH2:13][CH2:12][N:11]2[C:15]2[CH:20]=[CH:19][N:18]3[N:21]=[CH:22][C:23]([C:24](O)=[O:25])=[C:17]3[N:16]=2)[C:5]([O:8][CH3:9])=[N:6][CH:7]=1.[CH:27]1([NH2:30])[CH2:29][CH2:28]1>>[CH:27]1([NH:30][C:24]([C:23]2[CH:22]=[N:21][N:18]3[CH:19]=[CH:20][C:15]([N:11]4[CH2:12][CH2:13][CH2:14][C@@H:10]4[C:4]4[C:5]([O:8][CH3:9])=[N:6][CH:7]=[C:2]([F:1])[CH:3]=4)=[N:16][C:17]=23)=[O:25])[CH2:29][CH2:28]1. Procedure: Prepared by the method described in Example 1 using (R)-5-(2-(5-fluoro-2-methoxypyridin-3-yl)pyrrolidin-1-yl)pyrazolo[1,5-a]pyrimidine-3-carboxylic acid (Preparation K) and cyclopropanamine. The combined organic extracts were concentrated and the residue was purified by reverse phase HPLC (0-70% acetonitrile/water) to provide the title compound (19 mg, 57% yield). MS (apci) m/z=397.0 (M+H).